This data is from the Open Reaction Database (ORD), a public repository of structured organic reaction records. The task is: describe an organic reaction: reactants, conditions, products, and yield Starting materials: COC(=O)CNCc1ccc(Br)cc1, Cl, [Li+], [OH-], O. Product: O=C(O)CNCc1ccc(Br)cc1. Reaction SMILES: [CH3:1][O:2][C:3]([CH2:4][NH:5][CH2:6][c:7]1[cH:8][cH:9][c:10]([Br:13])[cH:11][cH:12]1)=[O:14].[ClH:17].[Li+:15].[OH-:16].[OH2:18]>>[O:2]=[C:3]([CH2:4][NH:5][CH2:6][c:7]1[cH:8][cH:9][c:10]([Br:13])[cH:11][cH:12]1)[OH:14].